This data is from the Open Reaction Database (ORD), a public repository of structured organic reaction records. The task is: describe an organic reaction: reactants, conditions, products, and yield The reactants are CCCCC(Cc1ccc(OCCCOS(C)(=O)=O)cc1)C(=O)OCC, [N-]=[N+]=[N-], [Na+]. Product: CCCCC(Cc1ccc(OCCCN=[N+]=[N-])cc1)C(=O)OCC. Reaction SMILES: [CH2:1]([CH2:2][CH2:3][CH3:4])[CH:5]([C:6](=[O:7])[O:8][CH2:9][CH3:10])[CH2:11][c:12]1[cH:13][cH:14][c:15]([O:18][CH2:19][CH2:20][CH2:21][O:22][S:23]([CH3:24])(=[O:25])=[O:26])[cH:16][cH:17]1.[N-:28]=[N+:29]=[N-:30].[Na+:27]>>[CH2:1]([CH2:2][CH2:3][CH3:4])[CH:5]([C:6](=[O:7])[O:8][CH2:9][CH3:10])[CH2:11][c:12]1[cH:13][cH:14][c:15]([O:18][CH2:19][CH2:20][CH2:21][N:28]=[N+:29]=[N-:30])[cH:16][cH:17]1. The reactants are CC(=CCC1=C(C=C2C(=C1O)C(=O)C3=C(C(=C(C=C3O2)O)OC)CC=C(C)C)O)C (α-mangostin), CC(=CCC1=C(C=C2C(=C1O)C(=O)C3=C(C=C(C(=C3CC=C(C)C)OC)O)O2)OC)C (β-mangostin), 3,6,7-trimethyl-γ-mangostin, 3-O-methyl-γ-mangostin, 6,7-dimethyl-γ-mangostin, [C-]#N.[Na+] (sodium cyanide). Run in CS(=O)C (dimethyl sulfoxide). Product: CC(=CCC=1C(=CC2=C(C1O)C(=O)C3=C(C=C(C(=C3CC=C(C)C)O)O)O2)O)C (γ-mangostin). As a reaction SMILES: [CH3:1][C:2]([CH3:31])=[CH:3][CH2:4][C:5]1[C:10]([OH:11])=[C:9]2[C:12]([C:14]3[C:19]([CH2:20][CH:21]=[C:22]([CH3:24])[CH3:23])=[C:18]([O:25]C)[C:17]([OH:27])=[CH:16][C:15]=3[O:28][C:8]2=[CH:7][C:6]=1[O:29]C)=[O:13].CC(C)=CCC1C(O)=C2C(C3C(OC2=CC=1O)=CC(O)=C(OC)C=3CC=C(C)C)=O.[C-]#N.[Na+]>CS(C)=O>[CH3:1][C:2]([CH3:31])=[CH:3][CH2:4][C:5]1[C:6]([OH:29])=[CH:7][C:8]2[O:28][C:15]3[CH:16]=[C:17]([OH:27])[C:18]([OH:25])=[C:19]([CH2:20][CH:21]=[C:22]([CH3:23])[CH3:24])[C:14]=3[C:12](=[O:13])[C:9]=2[C:10]=1[OH:11] |f:2.3|. Procedure details: O-Methyl γ-mangostins such as β-mangostin, 3-O-methyl-γ-mangostin, 6,7-dimethyl-γ-mangostin and 3,6,7-trimethyl-γ-mangostin are conveniently converted to α-mangostin first by demethylation using sodium cyanide (NaCN) in dimethyl sulfoxide (DMSO) and then subjected to inventive O-demethylation process to obtain γ-mangostin in good yield and high purity. Reactants: CO, COc1cc(-c2csc3c(C=CCCOC4CCCCO4)cnc(N)c23)ccc1NC(=O)c1cc2ccccc2n1C, O, Cc1ccc(S(=O)(=O)O)cc1. The product is COc1cc(-c2csc3c(C=CCCO)cnc(N)c23)ccc1NC(=O)c1cc2ccccc2n1C. As a reaction SMILES: [CH3:55][OH:56].[NH2:1][c:2]1[n:3][cH:4][c:5]([CH:32]=[CH:33][CH2:34][CH2:35][O:36][CH:37]2[CH2:38][CH2:39][CH2:40][CH2:41][O:42]2)[c:6]2[c:7]1[c:8](-[c:11]1[cH:12][c:13]([O:30][CH3:31])[c:14]([NH:17][C:18](=[O:19])[c:20]3[n:21]([CH3:29])[c:22]4[cH:23][cH:24][cH:25][cH:26][c:27]4[cH:28]3)[cH:15][cH:16]1)[cH:9][s:10]2.[OH2:43].[c:44]1([CH3:45])[cH:46][cH:47][c:48]([S:49]([OH:50])(=[O:51])=[O:52])[cH:53][cH:54]1>>[NH2:1][c:2]1[n:3][cH:4][c:5]([CH:32]=[CH:33][CH2:34][CH2:35][OH:36])[c:6]2[c:7]1[c:8](-[c:11]1[cH:12][c:13]([O:30][CH3:31])[c:14]([NH:17][C:18](=[O:19])[c:20]3[n:21]([CH3:29])[c:22]4[cH:23][cH:24][cH:25][cH:26][c:27]4[cH:28]3)[cH:15][cH:16]1)[cH:9][s:10]2. The reactants are Brc1csc2ccccc12, [Li]CCCC, CN1CCC(=O)CC1, CCOCC, O. Yields the product CN1CCC(O)(c2csc3ccccc23)CC1. Reaction SMILES: [Br:6][c:7]1[c:8]2[c:9]([s:10][cH:11]1)[cH:12][cH:13][cH:14][cH:15]2.[CH2:1]([Li:2])[CH2:3][CH2:4][CH3:5].[CH3:16][N:17]1[CH2:18][CH2:19][C:20](=[O:23])[CH2:21][CH2:22]1.[CH3:25][CH2:26][O:27][CH2:28][CH3:29].[OH2:24]>>[c:7]1([C:20]2([OH:23])[CH2:19][CH2:18][N:17]([CH3:16])[CH2:22][CH2:21]2)[c:8]2[c:9]([s:10][cH:11]1)[cH:12][cH:13][cH:14][cH:15]2. Starting materials: ClN1C(CCC1=O)=O (N-chlorosuccinimide), C1(=CC=C(C=C1)S)S (1,4-benzene dithiol), S(Cl)Cl (sulfenylchloride), C1(CCC(N1)=O)=O (succinimide), N1CCOCC1 (morpholine). The solvent is C1=CC=CC=C1 (benzene), C1=CC=CC=C1 (benzene). Yields the product O1CCN(CC1)SC1=CC=C(C=C1)SN1CCOCC1 (1,4-bis(morpholinothio)benzene). Yield: 70.0%. RXN SMILES: [C:1]1([SH:8])[CH:6]=[CH:5][C:4]([SH:7])=[CH:3][CH:2]=1.Cl[N:10]1[C:14](=O)[CH2:13][CH2:12][C:11]1=O.S(Cl)Cl.C1(=O)NC(=[O:25])CC1.[NH:27]1[CH2:32][CH2:31][O:30][CH2:29][CH2:28]1>C1C=CC=CC=1>[O:25]1[CH2:13][CH2:14][N:10]([S:7][C:4]2[CH:5]=[CH:6][C:1]([S:8][N:27]3[CH2:32][CH2:31][O:30][CH2:29][CH2:28]3)=[CH:2][CH:3]=2)[CH2:11][CH2:12]1. Procedure details: 47 g (0.334 mol) of 1,4-benzene dithiol was made into a 30% benzene solution, and then the resulting solution was added dropwise to a solution of 91 g (0.674 mol) of N-chlorosuccinimide in 300 cc of anhydrous benzene at a temperature below 10°C. The resulting sulfenylchloride solution was separated from the by-produced succinimide and 118 g (0.674 mol) of morpholine was added dropwise thereto at a temperature below 10°C. The by-produced morpholine hydrochloride was filtered off and the filtrate ... The reactants are Clc1ccc(C(OC2CN(C(c3ccccc3)c3ccccc3)C2)c2ccc(Cl)cc2)cc1, CC(Cl)OC(=O)Cl, ClCCl. Yields the product Clc1ccc(C(OC2CNC2)c2ccc(Cl)cc2)cc1. As a reaction SMILES: [CH:1]([c:2]1[cH:3][cH:4][cH:5][cH:6][cH:7]1)([c:8]1[cH:9][cH:10][cH:11][cH:12][cH:13]1)[N:14]1[CH2:15][CH:16]([O:18][CH:19]([c:20]2[cH:21][cH:22][c:23]([Cl:26])[cH:24][cH:25]2)[c:27]2[cH:28][cH:29][c:30]([Cl:33])[cH:31][cH:32]2)[CH2:17]1.[Cl:34][CH:35]([O:36][C:37]([Cl:38])=[O:39])[CH3:40].[Cl:41][CH2:42][Cl:43]>>[NH:14]1[CH2:15][CH:16]([O:18][CH:19]([c:20]2[cH:21][cH:22][c:23]([Cl:26])[cH:24][cH:25]2)[c:27]2[cH:28][cH:29][c:30]([Cl:33])[cH:31][cH:32]2)[CH2:17]1. The reactants are O[C@@H]1C2=C(S([C@@H](C1)C)(=O)=O)SC=C2 (cis-4-hydroxy-5,6-dihydro-6-methyl-4-H-thieno-[2,3-b]-thiopyran-7,7-dioxide), C(C)NS(=O)(=O)C1=CC=C(C=C1)[N+](=O)[O-] (N-ethyl-4-nitrobenzene-sulfonamide), C1(=CC=CC=C1)P(C1=CC=CC=C1)C1=CC=CC=C1 (triphenyl-phosphine), [OH-].[Na+] (NaOH). Run in C(Cl)Cl (Methylene chloride). Reaction conditions: temperature -20 celsius. The product is C(C)N(S(=O)(=O)C1=CC=C(C=C1)[N+](=O)[O-])[C@@H]1C2=C(S([C@H](C1)C)(=O)=O)SC=C2 (trans-4-[N-ethyl-N-(4-nitrobenzenesulfonyl)amino]-5,6-dihydro-6-methyl-4-H-thieno-[2,3-b]-thiopyran-7,7-dioxide). Yield: 50.4%. As a reaction SMILES: O[C@H:2]1[CH2:7][C@@H:6]([CH3:8])[S:5](=[O:10])(=[O:9])[C:4]2[S:11][CH:12]=[CH:13][C:3]1=2.[CH2:14]([NH:16][S:17]([C:20]1[CH:25]=[CH:24][C:23]([N+:26]([O-:28])=[O:27])=[CH:22][CH:21]=1)(=[O:19])=[O:18])[CH3:15].C1(P(C2C=CC=CC=2)C2C=CC=CC=2)C=CC=CC=1.[OH-].[Na+]>C(Cl)Cl>[CH2:14]([N:16]([C@H:2]1[CH2:7][C@H:6]([CH3:8])[S:5](=[O:10])(=[O:9])[C:4]2[S:11][CH:12]=[CH:13][C:3]1=2)[S:17]([C:20]1[CH:21]=[CH:22][C:23]([N+:26]([O-:28])=[O:27])=[CH:24][CH:25]=1)(=[O:18])=[O:19])[CH3:15] |f:3.4|. Reported procedure: Methylene chloride (60 mL), cis-4-hydroxy-5,6-dihydro-6-methyl-4-H-thieno-[2,3-b]-thiopyran-7,7-dioxide (5 g), N-ethyl-4-nitrobenzene-sulfonamide (6.86 g) and triphenyl-phosphine (8.42 g) are mixed under nitrogen atmosphere. The mixture is cooled to under −20° C. and diisopropyl azadicarboxylate (5.9 mL) is added, maintaining the temperature under −20° C. The temperature is allowed to rise to 20-25° C. The obtained mixture is treated with 5% NaOH (125 mL) and the resulting organic phase is vacuu...